Dataset: the Open Reaction Database (ORD), a public repository of structured organic reaction records. Task: describe an organic reaction: reactants, conditions, products, and yield Starting materials: BrC1=CC=C(C=C1)C1=CC=C(C=C1)S(=O)(=O)NC(C(=O)OC)CC=C (methyl 2-[(4′-bromo[1,1′-biphenyl]-4-yl)-sulfonylamino]-pent-4-eneoate), O (water), ClC1=CC(=CC=C1)C(=O)OO (m-chloroperbenzoic acid). The solvent is C(Cl)Cl (CH2Cl2), C(=O)(O)[O-].[Na+] (NaHCO3), C(=O)(O)[O-].[Na+] (NaHCO3). Reaction conditions: time 72 hour. Product: BrC1=CC=C(C=C1)C1=CC=C(C=C1)S(=O)(=O)NC(C(=O)OC)CC1CO1 (Methyl 2-[(4′-bromo[1,1′-biphenyl]-4-yl)-sulfonyl]amino-4,5-epoxypentaneoate). As a reaction SMILES: [Br:1][C:2]1[CH:7]=[CH:6][C:5]([C:8]2[CH:13]=[CH:12][C:11]([S:14]([NH:17][CH:18]([CH2:23][CH:24]=[CH2:25])[C:19]([O:21][CH3:22])=[O:20])(=[O:16])=[O:15])=[CH:10][CH:9]=2)=[CH:4][CH:3]=1.O.ClC1C=CC=C(C(OO)=[O:35])C=1>C(Cl)Cl.C([O-])(O)=O.[Na+]>[Br:1][C:2]1[CH:3]=[CH:4][C:5]([C:8]2[CH:9]=[CH:10][C:11]([S:14]([NH:17][CH:18]([CH2:23][CH:24]3[O:35][CH2:25]3)[C:19]([O:21][CH3:22])=[O:20])(=[O:16])=[O:15])=[CH:12][CH:13]=2)=[CH:6][CH:7]=1 |f:4.5|. Reported procedure: To a solution of methyl 2-[(4′-bromo[1,1′-biphenyl]-4-yl)-sulfonylamino]-pent-4-eneoate 13c (10.2 g, 24.1mmol) in CH2Cl2 (150 mL), NaHCO3 (11.0 g, 50 mmol) and water (140 mL) at 0° C., is slowly added m-chloroperbenzoic acid (57-86%) (19.4 g, ˜80 mmol). The reaction is stirred for 72 hours. The mixture is diluted with aqueous NaHCO3 and this mixture is extracted with ethyl acetate (3×250 mL). The combined ethyl acetate layer is washed with brine, dried over MgSO4, filtered and concentrated to an... Reactants: Clc1ncc(-c2ccccc2Cl)nn1, NN, O, c1ccncc1. Product: NNc1ncc(-c2ccccc2Cl)nn1. Reaction SMILES: [Cl:1][c:2]1[n:3][n:4][c:5](-[c:8]2[c:9]([Cl:14])[cH:10][cH:11][cH:12][cH:13]2)[cH:6][n:7]1.[NH2:16][NH2:17].[OH2:15].[cH:18]1[cH:19][cH:20][n:21][cH:22][cH:23]1>>[c:2]1([NH:16][NH2:17])[n:3][n:4][c:5](-[c:8]2[c:9]([Cl:14])[cH:10][cH:11][cH:12][cH:13]2)[cH:6][n:7]1. Reactants: N#CCc1ccc(B(O)O)cc1, Cc1noc(-c2ccc(Br)cc2)c1NC(=O)OC(C)c1ccccc1Cl. The product is Cc1noc(-c2ccc(-c3ccc(CC#N)cc3)cc2)c1NC(=O)OC(C)c1ccccc1Cl. As a reaction SMILES: [C:27](#[N:28])[CH2:29][c:30]1[cH:31][cH:32][c:33]([B:36]([OH:37])[OH:38])[cH:34][cH:35]1.[Cl:1][c:2]1[c:3]([CH:8]([CH3:9])[O:10][C:11]([NH:12][c:13]2[c:14]([CH3:25])[n:15][o:16][c:17]2-[c:18]2[cH:19][cH:20][c:21]([Br:24])[cH:22][cH:23]2)=[O:26])[cH:4][cH:5][cH:6][cH:7]1>>[Cl:1][c:2]1[c:3]([CH:8]([CH3:9])[O:10][C:11]([NH:12][c:13]2[c:14]([CH3:25])[n:15][o:16][c:17]2-[c:18]2[cH:19][cH:20][c:21](-[c:33]3[cH:32][cH:31][c:30]([CH2:29][C:27]#[N:28])[cH:35][cH:34]3)[cH:22][cH:23]2)=[O:26])[cH:4][cH:5][cH:6][cH:7]1. The reactants are ClC1=C(C(=CC=C1)Cl)C1=CC2=C(N=C(N=C2)S(=O)(=O)C)N(C1=O)C (6-(2,6-Dichlorophenyl)-2-methanesulfonyl-8-methyl-8H-pyrido[2,3-d]pyrimidin-7-one), COC=1C=C(N)C=C(C1)OC (3,5-dimethoxyaniline), C(C)(=O)O (acetic acid). Yields the product ClC1=C(C(=CC=C1)Cl)C1=CC2=C(N=C(N=C2)NC2=CC(=CC(=C2)OC)OC)N(C1=O)C (6-(2,6-Dichlorophenyl)-2-(3,5-dimethoxyphenylamino)-8-methyl-8H-pyrido[2,3-d]pyrimidin-7-one). RXN SMILES: [Cl:1][C:2]1[CH:7]=[CH:6][CH:5]=[C:4]([Cl:8])[C:3]=1[C:9]1[C:22](=[O:23])[N:21]([CH3:24])[C:12]2[N:13]=[C:14](S(C)(=O)=O)[N:15]=[CH:16][C:11]=2[CH:10]=1.[CH3:25][O:26][C:27]1[CH:28]=[C:29]([CH:31]=[C:32]([O:34][CH3:35])[CH:33]=1)[NH2:30].C(O)(=O)C>O>[Cl:1][C:2]1[CH:7]=[CH:6][CH:5]=[C:4]([Cl:8])[C:3]=1[C:9]1[C:22](=[O:23])[N:21]([CH3:24])[C:12]2[N:13]=[C:14]([NH:30][C:29]3[CH:31]=[C:32]([O:34][CH3:35])[CH:33]=[C:27]([O:26][CH3:25])[CH:28]=3)[N:15]=[CH:16][C:11]=2[CH:10]=1. Conditions: temperature 160 celsius. Procedure details: A mixture of 0.155 g (0.40 mmol) of 6-(2,6-dichlorophenyl)-2-methanesulfonyl-8-methyl-8H-pyrido[2,3-d]pyrimidin-7-one of Example 39 and 0.400 g (2.60 mmol) of 3,5-dimethoxyaniline was heated in a 160° C. oil bath for 5 minutes. At ca. 100° C., 1 mL of glacial acetic acid was added to the melt to dissolve. Water (10 mL) was added to precipitate a gum. Decanted and dissolved gum in 35 mL of methylene chloride. The solution was washed with 2×20 mL of water, dried over magnesium sulfate, charcoaled,... Solvent: O (Water). The reactants are N1=CC=CC=C1 (pyridine), Cl.CN(CCCN=C=NCC)C (N-[3-(dimethylamino)propyl]-N′-ethylcarbodiimide hydrochloride), S1C2=C(C=C1)C(=CC=C2)N (benzo[B]thiophen-4-ylamine), N1(CCOCC1)C=1N=C(NC(C1)=O)CC(=O)[O-].[Na+] (sodium [4-(morpholin-4-yl)-6-oxo-1,6-dihydropyrimidin-2-yl]acetate). Solvent: CN(C=O)C (N,N-dimethylformamide). Run at time 15 hour. Yields the product S1C=CC2=C1C=CC=C2NC(CC=2NC(C=C(N2)N2CCOCC2)=O)=O (N-(1-benzothiophen-4-yl)-2-[4-(morpholin-4-yl)-6-oxo-1,6-dihydropyrimidin-2-yl]acetamide). Isolated yield 73.9%. RXN SMILES: N1C=CC=CC=1.Cl.CN(C)CCCN=C=NCC.[S:19]1[CH:23]=[CH:22][C:21]2[C:24]([NH2:28])=[CH:25][CH:26]=[CH:27][C:20]1=2.[N:29]1([C:35]2[N:36]=[C:37]([CH2:42][C:43]([O-])=[O:44])[NH:38][C:39](=[O:41])[CH:40]=2)[CH2:34][CH2:33][O:32][CH2:31][CH2:30]1.[Na+]>CN(C)C=O>[S:19]1[C:20]2[CH:27]=[CH:26][CH:25]=[C:24]([NH:28][C:43](=[O:44])[CH2:42][C:37]3[NH:38][C:39](=[O:41])[CH:40]=[C:35]([N:29]4[CH2:34][CH2:33][O:32][CH2:31][CH2:30]4)[N:36]=3)[C:21]=2[CH:22]=[CH:23]1 |f:1.2,4.5|. Procedure: 2 ml of pyridine, 257 mg of N-[3-(dimethylamino)propyl]-N′-ethylcarbodiimide hydrochloride and 223 mg of benzo[B]thiophen-4-ylamine are added to a solution of 250 mg of sodium [4-(morpholin-4-yl)-6-oxo-1,6-dihydropyrimidin-2-yl]acetate prepared in stage 2 of example 1, in 2 ml of N,N-dimethylformamide. The reaction mixture is stirred at ambient temperature for 15 hours, and then concentrated under reduced pressure. Water and ethyl acetate are added and the resulting mixture is thus stirred for 3... The reactants are COC(=O)C(N)Cc1c[nH]c2ccccc12, COc1cc(C=O)ccc1O. Yields the product COC(=O)C1Cc2c([nH]c3ccccc23)C(c2ccc(O)c(OC)c2)N1. RXN SMILES: [CH3:1][O:2][C:3]([CH:4]([NH2:5])[CH2:6][c:7]1[cH:8][nH:9][c:10]2[cH:11][cH:12][cH:13][cH:14][c:15]12)=[O:16].[OH:17][c:18]1[c:19]([O:26][CH3:27])[cH:20][c:21]([CH:22]=[O:23])[cH:24][cH:25]1>>[CH3:1][O:2][C:3]([CH:4]1[NH:5][CH:22]([c:21]2[cH:20][c:19]([O:26][CH3:27])[c:18]([OH:17])[cH:25][cH:24]2)[c:8]2[c:7]([c:15]3[c:10]([nH:9]2)[cH:11][cH:12][cH:13][cH:14]3)[CH2:6]1)=[O:16]. The reactants are FC(F)(F)c1cnc(Cl)c(Cl)c1, [K+], [K+], CC(C)(C)OC(=O)NC1CNC1, O=C([O-])[O-], CN(C)C=O. Product: CC(C)(C)OC(=O)NC1CN(c2ncc(C(F)(F)F)cc2Cl)C1. As a reaction SMILES: [Cl:1][c:2]1[n:3][cH:4][c:5]([C:9]([F:10])([F:11])[F:12])[cH:6][c:7]1[Cl:8].[K+:25].[K+:26].[NH:13]1[CH2:14][CH:15]([NH:17][C:18]([O:19][C:20]([CH3:21])([CH3:22])[CH3:23])=[O:24])[CH2:16]1.[O-:27][C:28]([O-:29])=[O:30].[O:31]=[CH:32][N:33]([CH3:34])[CH3:35]>>[c:2]1([N:13]2[CH2:14][CH:15]([NH:17][C:18]([O:19][C:20]([CH3:21])([CH3:22])[CH3:23])=[O:24])[CH2:16]2)[n:3][cH:4][c:5]([C:9]([F:10])([F:11])[F:12])[cH:6][c:7]1[Cl:8]. The reactants are CC(=O)OC(C)=O, O=C(CSCCO)NCC=CCOc1cc(CN2CCCCC2)ccn1, [Na+], O=C([O-])O, c1ccncc1. The product is CC(=O)OCCSCC(=O)NCC=CCOc1cc(CN2CCCCC2)ccn1. Reaction SMILES: [CH3:27][C:28](=[O:29])[O:30][C:31](=[O:32])[CH3:33].[N:1]1([CH2:7][c:8]2[cH:9][c:10]([O:14][CH2:15][CH:16]=[CH:17][CH2:18][NH:19][C:20]([CH2:21][S:22][CH2:23][CH2:24][OH:25])=[O:26])[n:11][cH:12][cH:13]2)[CH2:2][CH2:3][CH2:4][CH2:5][CH2:6]1.[Na+:34].[OH:35][C:36](=[O:37])[O-:38].[cH:39]1[cH:40][cH:41][n:42][cH:43][cH:44]1>>[N:1]1([CH2:7][c:8]2[cH:9][c:10]([O:14][CH2:15][CH:16]=[CH:17][CH2:18][NH:19][C:20]([CH2:21][S:22][CH2:23][CH2:24][O:25][C:28]([CH3:27])=[O:29])=[O:26])[n:11][cH:12][cH:13]2)[CH2:2][CH2:3][CH2:4][CH2:5][CH2:6]1. The reactants are CCOC(=O)CCCCOc1ccc(C(=N)N)cc1, O=C(Cl)OCc1ccccc1, CCOC(C)=O, Cl, [Na+], C1CCOC1, [OH-]. The product is CCOC(=O)CCCCOc1ccc(C(=N)NC(=O)OCc2ccccc2)cc1. As a reaction SMILES: [C:2]([NH2:3])(=[NH:4])[c:5]1[cH:6][cH:7][c:8]([O:9][CH2:10][CH2:11][CH2:12][CH2:13][C:14](=[O:15])[O:16][CH2:17][CH3:18])[cH:19][cH:20]1.[CH2:21]([c:22]1[cH:23][cH:24][cH:25][cH:26][cH:27]1)[O:28][C:29](=[O:30])[Cl:31].[CH3:32][CH2:33][O:34][C:35](=[O:36])[CH3:37].[ClH:1].[Na+:44].[O:38]1[CH2:39][CH2:40][CH2:41][CH2:42]1.[OH-:43]>>[C:2](=[NH:3])([NH:4][C:29]([O:28][CH2:21][c:22]1[cH:23][cH:24][cH:25][cH:26][cH:27]1)=[O:30])[c:5]1[cH:6][cH:7][c:8]([O:9][CH2:10][CH2:11][CH2:12][CH2:13][C:14](=[O:15])[O:16][CH2:17][CH3:18])[cH:19][cH:20]1. Reactants: O1C(=CC=C1)CCN (2-(furan-2-yl)ethanamine), C(C)(C)(C)C1=NNC(=C1)C(=O)O (3-tert-butyl-1H-pyrazole-5-carboxylic acid), C1CCC(CC1)N=C=NC2CCCCC2 (DCC), C=1C=CC2=C(C1)N=NN2O (HOBt). Run in C(Cl)Cl (DCM), CN(C)C=O (DMF). Conditions: time 15 hour. The product is C(C)(C)(C)C1=NNC(=C1)C(=O)NCCC=1OC=CC1 (3-tert-butyl-N-(2-(furan-2-yl)ethyl)-1H-pyrazole-5-carboxamide). Yield: 38.3%. RXN SMILES: [O:1]1[CH:5]=[CH:4][CH:3]=[C:2]1[CH2:6][CH2:7][NH2:8].[C:9]([C:13]1[CH:17]=[C:16]([C:18](O)=[O:19])[NH:15][N:14]=1)([CH3:12])([CH3:11])[CH3:10].C1CCC(N=C=NC2CCCCC2)CC1.C1C=CC2N(O)N=NC=2C=1>C(Cl)Cl.CN(C=O)C>[C:9]([C:13]1[CH:17]=[C:16]([C:18]([NH:8][CH2:7][CH2:6][C:2]2[O:1][CH:5]=[CH:4][CH:3]=2)=[O:19])[NH:15][N:14]=1)([CH3:12])([CH3:10])[CH3:11]. Procedure: 2-(furan-2-yl)ethanamine (0.81 g, 7.30 mmol) was added to a premixed (10 min) solution of 3-tert-butyl-1H-pyrazole-5-carboxylic acid (0.61 g, 3.60 mmol), DCC (1.51 g, 7.30 mmol) and HOBt (0.99 g, 7.30 mmol) in DCM:DMF-solution (10 ml, 2:9, v/v). After stirring for 15 h at RT the reaction mixture was filtered through a pad of Celite and the filtrate was washed two times with water, evaporated to dryness and purified with CombiFlash to afford 0.36 g of the title compound. 1H-NMR (400 MHz; d6-DMSO)...